Dataset: the Open Reaction Database (ORD), a public repository of structured organic reaction records. Task: describe an organic reaction: reactants, conditions, products, and yield Reactants: BrC=1C=C2C=3CCCC(C3NC2=CC1)N (6-bromo-2,3,4,9-tetrahydro-1H-carbazol-1-amine), C(CC)C=1C=NC(=NC1)Cl (5-propyl-2-chloropyrimidine). Product: BrC=1C=C2C=3CCCC(C3NC2=CC1)NC1=NC=C(C=N1)CCC (6-Bromo-N-(5-propylpyrimidin-2-yl)-2,3,4,9-tetrahydro-1H-carbazol-1-amine), yellow solid. The yield is 5.0%. Reaction SMILES: [Br:1][C:2]1[CH:3]=[C:4]2[C:12](=[CH:13][CH:14]=1)[NH:11][C:10]1[CH:9]([NH2:15])[CH2:8][CH2:7][CH2:6][C:5]2=1.[CH2:16]([C:19]1[CH:20]=[N:21][C:22](Cl)=[N:23][CH:24]=1)[CH2:17][CH3:18]>>[Br:1][C:2]1[CH:3]=[C:4]2[C:12](=[CH:13][CH:14]=1)[NH:11][C:10]1[CH:9]([NH:15][C:22]3[N:23]=[CH:24][C:19]([CH2:16][CH2:17][CH3:18])=[CH:20][N:21]=3)[CH2:8][CH2:7][CH2:6][C:5]2=1. Procedure: 6-Bromo-N-(5-propylpyrimidin-2-yl)-2,3,4,9-tetrahydro-1H-carbazol-1-amine was prepared from 6-bromo-2,3,4,9-tetrahydro-1H-carbazol-1-amine (75 mg, 0.28 mmol) and 5-propyl-2-chloropyrimidine (0.5 mL) in a similar manner as described above to give 5 mg (5%) of a yellow solid. 1H-NMR (DMSO-d6): δ 10.86 (s, 1H), 8.17 (s, 2H), 7.53 (s, 1H), 7.30 (d, 1H), 7.22 (d, 1H), 7.10 (d, 1H), 5.30-5.23 (m, 1H), 2.63-2.56 (m, 2H), 2.36 (t, 2H), 2.06-1.96 (m, 2H), 1.84-1.73 (m, 2H), 1.56-1.47 (m, 2H), 0.88 (t, 3H... Starting materials: Intermediate 44, FC(C(=O)O)(F)F.C[C@@H](CCC)OC1=NC(=C2N=C(NC2=N1)OC)N (2-{[(1S)-1-methylbutyl]oxy}-8-(methyloxy)-9H-purin-6-amine trifluoroacetate), BrCCCCl (1-bromo-3-chloropropane). Reported procedure: Prepared similarly to Intermediate 44 from 2-{[(1S)-1-methylbutyl]oxy}-8-(methyloxy)-9H-purin-6-amine trifluoroacetate and 1-bromo-3-chloropropane. The product is ClCCCN1C2=NC(=NC(=C2N=C1OC)N)O[C@H](CCC)C (9-(3-Chloropropyl)-2-{[(1S)-1-methylbutyl]oxy}-8-(methyloxy)-9H-purin-6-amine). As a reaction SMILES: FC(F)(F)C(O)=O.[CH3:8][C@H:9]([O:13][C:14]1[N:22]=[C:21]2[C:17]([N:18]=[C:19]([O:23][CH3:24])[NH:20]2)=[C:16]([NH2:25])[N:15]=1)[CH2:10][CH2:11][CH3:12].Br[CH2:27][CH2:28][CH2:29][Cl:30]>>[Cl:30][CH2:29][CH2:28][CH2:27][N:20]1[C:19]([O:23][CH3:24])=[N:18][C:17]2[C:21]1=[N:22][C:14]([O:13][C@@H:9]([CH3:8])[CH2:10][CH2:11][CH3:12])=[N:15][C:16]=2[NH2:25] |f:0.1|. Starting materials: ClC1=CC2=C(N=C(N2)SC)C=C1OC1=C(C=C(C=C1)Cl)Cl (5-chloro-6-(2',4'-dichlorophenoxy)-2-methylthio-benzimidazole), ClC1=CC(=CC=C1)C(=O)OO (m-chloroperbenzoic acid), ClC1=CC(=CC=C1)C(=O)OO (m-chloroperbenzoic acid), S([O-])(O)=O.[Na+] (sodium bisulphite). Solvent: C(Cl)(Cl)Cl (chloroform), C(Cl)(Cl)Cl (chloroform). Run at time 15 hour. The product is ClC1=CC2=C(N=C(N2)S(=O)C)C=C1OC1=C(C=C(C=C1)Cl)Cl (5-chloro-6-(2',4'-dichlorophenoxy)-2-methylsulphinyl-benzimidazole). The yield is 71.1%. Reaction SMILES: ClC1C=CC=C(C(OO)=[O:9])C=1.[Cl:12][C:13]1[C:23]([O:24][C:25]2[CH:30]=[CH:29][C:28]([Cl:31])=[CH:27][C:26]=2[Cl:32])=[CH:22][C:16]2[N:17]=[C:18]([S:20][CH3:21])[NH:19][C:15]=2[CH:14]=1.S(=O)(O)[O-].[Na+]>C(Cl)(Cl)Cl>[Cl:12][C:13]1[C:23]([O:24][C:25]2[CH:30]=[CH:29][C:28]([Cl:31])=[CH:27][C:26]=2[Cl:32])=[CH:22][C:16]2[N:17]=[C:18]([S:20]([CH3:21])=[O:9])[NH:19][C:15]=2[CH:14]=1 |f:2.3|. Procedure: A solution of 19.5 g of 90% pure m-chloroperbenzoic acid in 450 ml of chloroform is added dropwise in the course of 30 minutes to a solution, which has been cooled to 0° to 5° C., of 35 g of 5-chloro-6-(2',4'-dichlorophenoxy)-2-methylthio-benzimidazole in 1,750 ml of chloroform, with stirring. The mixture is stirred for a further 3 hours at 0° to 5° C. and then for 15 hours at room temperature and then is freed from the small amount of precipitate which arises. The filtrate, which still contains... Starting materials: CN(CCCNC)C (N-(3-Dimethylaminopropyl)-N-methylamine), FC1=CC=C(C(=O)NC=2C=CC(=C(C2)NC(C2=CC(=C(C=C2)OC)OC)=O)C)C=C1 (N-[5-(4-fluorobenzamido)-2-methylphenyl]-3,4-dimethoxybenzamide), C([O-])([O-])=O.[K+].[K+] (potassium carbonate). Run in CS(=O)C (DMSO). Run at temperature 130 celsius. The product is CN(CCCN(C)C1=CC=C(C(=O)NC=2C=CC(=C(C2)NC(C2=CC(=C(C=C2)OC)OC)=O)C)C=C1)C (N-{5-[4-(N-(3-dimethylaminopropyl)-N-methylamino)benzamido]-2-methylphenyl}-3,4-dimethoxybenzamide). Yield: 34.1%. As a reaction SMILES: [CH3:1][N:2]([CH3:8])[CH2:3][CH2:4][CH2:5][NH:6][CH3:7].F[C:10]1[CH:38]=[CH:37][C:13]([C:14]([NH:16][C:17]2[CH:18]=[CH:19][C:20]([CH3:36])=[C:21]([NH:23][C:24](=[O:35])[C:25]3[CH:30]=[CH:29][C:28]([O:31][CH3:32])=[C:27]([O:33][CH3:34])[CH:26]=3)[CH:22]=2)=[O:15])=[CH:12][CH:11]=1.C(=O)([O-])[O-].[K+].[K+]>CS(C)=O>[CH3:1][N:2]([CH3:8])[CH2:3][CH2:4][CH2:5][N:6]([C:10]1[CH:38]=[CH:37][C:13]([C:14]([NH:16][C:17]2[CH:18]=[CH:19][C:20]([CH3:36])=[C:21]([NH:23][C:24](=[O:35])[C:25]3[CH:30]=[CH:29][C:28]([O:31][CH3:32])=[C:27]([O:33][CH3:34])[CH:26]=3)[CH:22]=2)=[O:15])=[CH:12][CH:11]=1)[CH3:7] |f:2.3.4|. Procedure details: N-(3-Dimethylaminopropyl)-N-methylamine (0.325 g) was added to a stirred mixture of N-[5-(4-fluorobenzamido)-2-methylphenyl]-3,4-dimethoxybenzamide (0.38 g), potassium carbonate (0.39 g) and DMSO (5 ml). The mixture was stirred and heated to 130° C. for 10 days. The mixture was allowed to cool to ambient temperature and partitioned between ethyl acetate and water. The organic phase was washed with water, dried (MgSO4) and evaporated to give an oil which was purified by column chromatography on s... Starting materials: BrC1=CC(=C(C(=C1N)CSC)F)F (6-bromo-3,4-difluoro-2-methylthiomethylaniline), CN(C)P(=O)(N(C)C)N(C)C (HMPA), [Cu](C#N)C#N (copper cyanide), C(CN)N (ethylenediamine). Run in O (water). Run at temperature 150 celsius. Product: NC1=C(C#N)C=C(C(=C1CSC)F)F (2-amino-4,5-difluoro-3-methylthiomethylbenzonitrile). The yield is 35.4%. Reaction SMILES: Br[C:2]1[C:7]([NH2:8])=[C:6]([CH2:9][S:10][CH3:11])[C:5]([F:12])=[C:4]([F:13])[CH:3]=1.[CH3:14][N:15](P(N(C)C)(N(C)C)=O)C.[Cu](C#N)C#N.C(N)CN>O>[NH2:8][C:7]1[C:6]([CH2:9][S:10][CH3:11])=[C:5]([F:12])[C:4]([F:13])=[CH:3][C:2]=1[C:14]#[N:15]. Procedure: A mixture of 6-bromo-3,4-difluoro-2-methylthiomethylaniline (99 g), HMPA (130 g) and copper cyanide (48 g) is heated at 150° C. for 4 hours. After cooling, the reaction mixture is poured into a solution of ethylenediamine (50 ml) in water (500 ml), and the mixture is heated at 60° C. for one hour. After cooling, the mixture is extracted with ethyl acetate, and the extract is dried over magnesium sulfate and concentrated. The resulting residue is purified by silica gel column chromatography (solv... Reactants: FC(COC1=CC=C(C=C1)[N+](=O)[O-])(F)F (p-(2,2,2-trifluroethoxy) nitrobenzene), reduced iron, C(C)O (ethanol), Cl (hydrochloric acid). Run in O (water). Product: FC(COC1=CC=C(N)C=C1)(F)F (p-(2,2,2-trifluoroethoxy) aniline). Isolated yield 92.9%. Reaction SMILES: [F:1][C:2]([F:15])([F:14])[CH2:3][O:4][C:5]1[CH:10]=[CH:9][C:8]([N+:11]([O-])=O)=[CH:7][CH:6]=1.C(O)C.Cl>O>[F:1][C:2]([F:14])([F:15])[CH2:3][O:4][C:5]1[CH:10]=[CH:9][C:8]([NH2:11])=[CH:7][CH:6]=1. Procedure details: In a nitrogen atmosphere, 30.1 g (0.14 mol) of p-(2,2,2-trifluroethoxy) nitrobenzene, 82.1 g (1.47 mol) of reduced iron, 120 ml of ethanol and 40 ml of water were placed in a three-necked flask, to which 1.4 ml of concentrated hydrochloric acid was dropped under stirring and then refluxed for one hour. After cooling to a room temperature, it was separated by filtration, and the reaction solution was poured into iced water (about 2 liter), and precipitated solids were washed with water and then d... Starting materials: CC1C(=O)CCC1=O, CN([SiH](C)C)[Si](C)(C)C, c1c[nH]cn1. Yields the product CC1=C(O[Si](C)(C)C)CCC1=O. Reaction SMILES: [CH3:10][CH:11]1[C:12](=[O:17])[CH2:13][CH2:14][C:15]1=[O:16].[CH3:1][SiH:2]([CH3:3])[N:8]([Si:4]([CH3:5])([CH3:6])[CH3:7])[CH3:9].[nH:18]1[cH:19][cH:20][n:21][cH:22]1>>[Si:4]([CH3:5])([CH3:6])([CH3:7])[O:17][C:12]1=[C:11]([CH3:10])[C:15](=[O:16])[CH2:14][CH2:13]1. Starting materials: C(C)(=O)NNC(=O)[C@H]1N2C(N([C@H](CC1)C2)OCC2=CC=CC=C2)=O ((2S,5R)-N′-Acetyl-6-(benzyloxy)-7-oxo-1,6-diazabicyclo[3.2.1]octane-2-carbohydrazide). The reagents and catalysts are [Pd] (Pd/C). Solvent: CO (methanol). Conditions: time 3 hour. Product: C(C)(=O)NNC(=O)[C@H]1N2C(N([C@H](CC1)C2)O)=O ((2S,5R)-N′-Acetyl-6-hydroxy-7-oxo-1,6-diazabicyclo[3.2.1]octane-2-carbohydrazide). Yield: 96.0%. Reaction SMILES: [C:1]([NH:4][NH:5][C:6]([C@@H:8]1[CH2:14][CH2:13][C@@H:12]2[CH2:15][N:9]1[C:10](=[O:24])[N:11]2[O:16]CC1C=CC=CC=1)=[O:7])(=[O:3])[CH3:2]>CO.[Pd]>[C:1]([NH:4][NH:5][C:6]([C@@H:8]1[CH2:14][CH2:13][C@@H:12]2[CH2:15][N:9]1[C:10](=[O:24])[N:11]2[OH:16])=[O:7])(=[O:3])[CH3:2]. Reported procedure: A mixture of (2S,5R)-N′-acetyl-6-(benzyloxy)-7-oxo-1,6-diazabicyclo[3.2.1]octane-2-carbohydrazide 174 (0.14 g, 0.43 mmol) and Pd/C (0.070 g) in methanol (10 mL) was hydrogenated at 1 atm at room temperature for 3 h. The mixture was filtered through Celite pad and concentrated to provide 175 (0.10 g, 95%) as a white foam. The reactants are [H-].[Na+] (NaH), CC1N(CCC=2C3=CC(=CC=C3NC12)OC)C(C)=O (1-methyl-2-acetyl-6-methoxy-1,2,3,4-tetrahydro-β-carboline), CN(C)C=O (DMF), [H-].[Na+] (NaH). Run at time 48 hour. The product is C(C)(=O)N1C(C=2NC=3C=CC(=CC3C(C2C1)=O)OC)C (2-acetyl-7-methoxy-3-methyl-9-oxo-1,3,4,9-tetrahydropyrrolo[3,4-b]quinoline). The yield is 45.0%. As a reaction SMILES: [H-].[Na+].[CH3:3][CH:4]1[C:16]2[NH:15][C:14]3[C:9](=[CH:10][C:11]([O:17][CH3:18])=[CH:12][CH:13]=3)[C:8]=2[CH2:7][CH2:6][N:5]1[C:19](=[O:21])[CH3:20].CN(C=[O:26])C>>[C:19]([N:5]1[CH2:6][C:7]2[C:8](=[O:26])[C:9]3[CH:10]=[C:11]([O:17][CH3:18])[CH:12]=[CH:13][C:14]=3[NH:15][C:16]=2[CH:4]1[CH3:3])(=[O:21])[CH3:20] |f:0.1|. Procedure: NaH (1.2 eq; 60% suspension in oil) is added to a solution of 1-methyl-2-acetyl-6-methoxy-1,2,3,4-tetrahydro-β-carboline (1.56 g; 6.0 mmol) in DMF (20 ml). The mixture is stirred under an oxygen atmosphere for 48 hours, further NaH (1.1 eq) is then added and stirring is continued overnight. The DMF is then distilled off under reduced pressure. The crude product is taken up in water and then filtered. Saturated NH4Cl solution is added to the aqueous phase. The mixture is stirred for 30 minutes. T...